Dataset: the Open Reaction Database (ORD), a public repository of structured organic reaction records. Task: describe an organic reaction: reactants, conditions, products, and yield The reactants are [OH-].[Na+] (NaOH), ClC1=CC=C(C=C1)N1C(=CC=C1C)C1=CC=C(C=C1)Cl (1,2-bis(4-chlorophenyl)-5-methylpyrrole), Cl.FC(C=1C=C(C=CC1)N1CCNCC1)(F)F (1-(3-trifluoromethylphenyl)piperazine hydrochloride), C=O (formaldehyde). Solvent: C(C)#N (acetonitrile), C(C)(=O)O (acetic acid). Conditions: time 3.5 hour. The product is ClC1=CC=C(C=C1)N1C(=C(C=C1C1=CC=C(C=C1)Cl)CN1CCN(CC1)C1=CC(=CC=C1)C(F)(F)F)C (1-{[1,5-bis(4-chlorophenyl)-2-methylpyrrol-3-yl]methyl}-4-(3-trifluoromethyl phenyl)piperazine). Yield: 64.3%. As a reaction SMILES: [Cl:1][C:2]1[CH:7]=[CH:6][C:5]([N:8]2[C:12]([CH3:13])=[CH:11][CH:10]=[C:9]2[C:14]2[CH:19]=[CH:18][C:17]([Cl:20])=[CH:16][CH:15]=2)=[CH:4][CH:3]=1.Cl.[F:22][C:23]([F:37])([F:36])[C:24]1[CH:25]=[C:26]([N:30]2[CH2:35][CH2:34][NH:33][CH2:32][CH2:31]2)[CH:27]=[CH:28][CH:29]=1.[CH2:38]=O.[OH-].[Na+]>C(#N)C.C(O)(=O)C>[Cl:1][C:2]1[CH:7]=[CH:6][C:5]([N:8]2[C:9]([C:14]3[CH:19]=[CH:18][C:17]([Cl:20])=[CH:16][CH:15]=3)=[CH:10][C:11]([CH2:38][N:33]3[CH2:34][CH2:35][N:30]([C:26]4[CH:27]=[CH:28][CH:29]=[C:24]([C:23]([F:22])([F:36])[F:37])[CH:25]=4)[CH2:31][CH2:32]3)=[C:12]2[CH3:13])=[CH:4][CH:3]=1 |f:1.2,4.5|. Reported procedure: To a stirred solution of 1,2-bis(4-chlorophenyl)-5-methylpyrrole (1.76 g, 0.006 mol, as obtained in Step-2) in acetonitrile (18 ml) was added a mixture of 1-(3-trifluoromethylphenyl)piperazine hydrochloride (1.55 g, 0.006 mol), 40% formaldehyde (0.45 ml, 0.006 mol) and acetic acid (5.23 ml) drop-wise. After the completion of addition, the reaction mixture was stirred at room temperature for 3-4 hours. The reaction mixture was neutralized with NaOH (20% aq. soln.) and extracted with ethyl acetate... Reactants: C1(CC1)CNCC=1C=NC=C(C1)B1OC(C(O1)(C)C)(C)C ((cyclopropylmethyl){[5-(4,4,5,5-tetramethyl-1,3,2-dioxaborolan-2-yl)-3-pyridinyl]methyl}amine), [BH3-]C#N.[Na+] (NaCNBH3), C(C)S(=O)(=O)N1CCC(CC1)C1=CNC2=C(C=C(C=C12)C=1C=NC=C(C1)CNC(C)C)C(=O)N (3-[1-(ethylsulfonyl)-4-piperidinyl]-5-(5-{[(1-methylethyl)amino]methyl}-3-pyridinyl)-1H-indole-7-carboxamide), C(C)(C)N (isopropylamine), CC1(OB(OC1(C)C)C=1C=C(C=NC1)C=O)C (5-(4,4,5,5-tetramethyl-1,3,2-dioxaborolan-2-yl)-3-pyridinecarbaldehyde). The solvent is CO (MeOH). Conditions: time 24 hour. Product: CC(C)NCC=1C=NC=C(C1)B1OC(C(O1)(C)C)(C)C ((1-methylethyl){[5-(4,4,5,5-tetramethyl-1,3,2-dioxaborolan-2-yl)-3-pyridinyl]methyl}amine). Reaction SMILES: C1(C[NH:5][CH2:6][C:7]2[CH:8]=[N:9][CH:10]=[C:11]([B:13]3[O:17][C:16]([CH3:19])([CH3:18])[C:15]([CH3:21])([CH3:20])[O:14]3)[CH:12]=2)CC1.C(S(N1CC[CH:30](C2C3C(=C(C(N)=O)C=C(C4C=NC=C(CNC(C)C)C=4)C=3)NC=2)[CH2:29][CH2:28]1)(=O)=O)C.C(N)(C)C.CC1(C)C(C)(C)OB(C2C=C(C=O)C=NC=2)O1.[BH3-]C#N.[Na+]>CO>[CH3:28][CH:29]([NH:5][CH2:6][C:7]1[CH:8]=[N:9][CH:10]=[C:11]([B:13]2[O:17][C:16]([CH3:18])([CH3:19])[C:15]([CH3:20])([CH3:21])[O:14]2)[CH:12]=1)[CH3:30] |f:4.5|. Procedure details: The (cyclopropylmethyl){[5-(4,4,5,5-tetramethyl-1,3,2-dioxaborolan-2-yl)-3-pyridinyl]methyl}amine used to prepare 3-[1-(ethylsulfonyl)-4-piperidinyl]-5-(5-{[(1-methylethyl)amino]methyl}-3-pyridinyl)-1H-indole-7-carboxamide was prepared as follows: isopropylamine (0.011 mL, 0.129 mmol) was added to a solution of 5-(4,4,5,5-tetramethyl-1,3,2-dioxaborolan-2-yl)-3-pyridinecarbaldehyde (30 mg, 0.129 mmol) in MeOH (1 mL) in a 2-dram vial. NaCNBH3 (16 mg, 0.258 mmol) was then added, the vial was capped... Starting materials: BrC1=CC=C(C=O)C=C1 (4-bromobenzaldehyde), C(OC)([O-])[O-] (methyl orthoformate), CO (methanol). The reagents and catalysts are C1(=CC=C(C=C1)S(=O)(=O)O)C (para-toluenesulfonic acid). Product: BrC1=CC=C(C=C1)C(OC)OC (1-bromo-4-(dimethoxymethyl)benzene). Reaction SMILES: [Br:1][C:2]1[CH:9]=[CH:8][C:5]([CH:6]=[O:7])=[CH:4][CH:3]=1.[CH:10]([O-])([O-])[O:11]C.[CH3:15]O>C1(C)C=CC(S(O)(=O)=O)=CC=1>[Br:1][C:2]1[CH:9]=[CH:8][C:5]([CH:6]([O:11][CH3:10])[O:7][CH3:15])=[CH:4][CH:3]=1. Reported procedure: A mixture of 4-bromobenzaldehyde (21.9 g, 120 mmol), methyl orthoformate (50 mL, 457 mmol), and para-toluenesulfonic acid (0.05 g, 0.29 mmol) in 100 mL of methanol was heated under reflux for 5 hours. The solvent was removed under vacuum and distillation of the remaining residue gave 1-bromo-4-(dimethoxymethyl)benzene (2.24 g, 9.7 mmol) as a clear colorless oil. Run in O (water). RXN SMILES: Cl.Cl.[CH3:3][O:4][C:5]1[CH:10]=[CH:9][C:8]([S:11][CH3:12])=[CH:7][C:6]=1[CH2:13][NH:14][C@H:15]1[CH:20]2[CH2:21][CH2:22][N:17]([CH2:18][CH2:19]2)[C@H:16]1[CH:23]([C:30]1[CH:35]=[CH:34][CH:33]=[CH:32][CH:31]=1)[C:24]1[CH:29]=[CH:28][CH:27]=[CH:26][CH:25]=1.OOS([O-])=O.[K+].[OH-:42].[Na+].C[OH:45]>O>[CH3:3][O:4][C:5]1[CH:10]=[CH:9][C:8]([S:11]([CH3:12])(=[O:45])=[O:42])=[CH:7][C:6]=1[CH2:13][NH:14][C@H:15]1[CH:20]2[CH2:19][CH2:18][N:17]([CH2:22][CH2:21]2)[C@H:16]1[CH:23]([C:30]1[CH:35]=[CH:34][CH:33]=[CH:32][CH:31]=1)[C:24]1[CH:25]=[CH:26][CH:27]=[CH:28][CH:29]=1 |f:0.1.2,3.4,5.6|. Product: COC1=C(C=C(C=C1)S(=O)(=O)C)CN[C@@H]1[C@@H](N2CCC1CC2)C(C2=CC=CC=C2)C2=CC=CC=C2 ((2S,3S)-N-(2-methoxy-5-methylsulfonylphenyl)methyl-2-diphenylmethyl-1-azabicyclo[2.2.2]octan-3-amine). Reactants: OOS(=O)[O-].[K+] (oxone), Cl.Cl.COC1=C(C=C(C=C1)SC)CN[C@@H]1[C@@H](N2CCC1CC2)C(C2=CC=CC=C2)C2=CC=CC=C2 ((2S,3S)-N-(2-methoxy-5-methylthiophenyl)methyl-2-diphenylmethyl-1-azabicyclo[2.2.2]octan-3-amine dihydrochloride), CO (methanol), [OH-].[Na+] (NaOH). Reported procedure: To a stirred and ice-cooled solution of (2S,3S)-N-(2-methoxy-5-methylthiophenyl)methyl-2-diphenylmethyl-1-azabicyclo[2.2.2]octan-3-amine dihydrochloride in methanol (25 mL) was added a solution of oxone (2.41 g) in water (25 mL). The reaction mixture was stirred at room temperature for 2.5 hours. The reaction mixture was basified to pH 10-11 with 1N NaOH aq. solution with ice-cooling, and extracted with CHCl3 (80 mL×4). The combined organic layers were washed with brine (80 mL), dried (MgSO4) an... Starting materials: C(C=C)OC(=O)N1[C@@H]2C(S[C@H](C1)C2)=O ((1S,4S)-5-allyloxycarbonyl-2-thia-5-azabicyclo[2.2.1]heptan-3-one), CNC (dimethylamine). The solvent is O1CCCC1 (tetrahydrofuran). Run at time 2 hour. Product: CN(C(=O)[C@H]1N(C[C@H](C1)S)C(=O)OCC=C)C ((2S,4S)-N,N-dimethyl-1-allyloxycarbonyl -4-mercapto-2-pirrolidinecarboxamide). RXN SMILES: [CH2:1]([O:4][C:5]([N:7]1[CH2:12][C@@H:11]2[CH2:13][C@H:8]1[C:9](=[O:14])[S:10]2)=[O:6])[CH:2]=[CH2:3].[CH3:15][NH:16][CH3:17]>O1CCCC1>[CH3:15][N:16]([CH3:17])[C:9]([C@@H:8]1[CH2:13][C@H:11]([SH:10])[CH2:12][N:7]1[C:5]([O:4][CH2:1][CH:2]=[CH2:3])=[O:6])=[O:14]. Procedure details: To a solution of (1S,4S)-5-allyloxycarbonyl-2-thia-5-azabicyclo[2.2.1]heptan-3-one (37.3 mg) in tetrahydrofuran (0.3 ml) was added an aqueous 40% dimethylamine solution (39.2 mg). The mixture was stirred for 2 hours at room temperature. After the reaction was over, the same post-treatment as in Example 5-(1) was conducted, thereby to give oily (2S,4S)-N,N-dimethyl-1-allyloxycarbonyl -4-mercapto-2-pirrolidinecarboxamide.